Dataset: the Open Reaction Database (ORD), a public repository of structured organic reaction records. Task: describe an organic reaction: reactants, conditions, products, and yield Reaction SMILES: [CH2:1]([O:8][C:9]1[C:10]([C:16]([O:18][CH3:19])=[O:17])=[N:11][C:12]([OH:15])=[CH:13][CH:14]=1)[C:2]1[CH:7]=[CH:6][CH:5]=[CH:4][CH:3]=1.[C:20](=O)([O-])[O-].[K+].[K+].Cl>CC(C)=O.CI>[CH2:1]([O:8][C:9]1[C:10]([C:16]([O:18][CH3:19])=[O:17])=[N:11][C:12]([O:15][CH3:20])=[CH:13][CH:14]=1)[C:2]1[CH:7]=[CH:6][CH:5]=[CH:4][CH:3]=1 |f:1.2.3|. Procedure: Methyl 3-benzyloxy-6-hydroxy-picolinate (0.55 g) was dissolved in 55 ml of acetone and 20 ml of methyl iodide. Potassium carbonate (1.4 g) was added to the solution, and the mixture was refluxed for 3 hr. After cooling, the reaction solution was neutralized with 1 N hydrochloric acid, and was concentrated under the reduced pressure. Methylene chloride and water were then added to the concentrate to conduct extraction. The organic layer was dried over magnesium sulfate, and the dried organic laye... The product is C(C1=CC=CC=C1)OC=1C(=NC(=CC1)OC)C(=O)OC (Methyl 3-benzyloxy-6-methoxy-picolinate). Reactants: C([O-])([O-])=O.[K+].[K+] (Potassium carbonate), C(C1=CC=CC=C1)OC=1C(=NC(=CC1)O)C(=O)OC (Methyl 3-benzyloxy-6-hydroxy-picolinate), Cl (hydrochloric acid). Yield: 48.3%. The solvent is CI (methyl iodide), CC(=O)C (acetone). Reactants: [Al+3], [H-], [H-], [H-], [H-], [Li+], O=C(C=Cc1ccc(-c2ccc(OCCCN3CCCCC3)cc2)cc1)N1CCCCC1, C1CCOC1. Yields the product C(=Cc1ccc(-c2ccc(OCCCN3CCCCC3)cc2)cc1)CN1CCCCC1. As a reaction SMILES: [Al+3:34].[H-:33].[H-:36].[H-:37].[H-:38].[Li+:35].[N:1]1([C:7](=[O:8])[CH:9]=[CH:10][c:11]2[cH:12][cH:13][c:14](-[c:17]3[cH:18][cH:19][c:20]([O:23][CH2:24][CH2:25][CH2:26][N:27]4[CH2:28][CH2:29][CH2:30][CH2:31][CH2:32]4)[cH:21][cH:22]3)[cH:15][cH:16]2)[CH2:2][CH2:3][CH2:4][CH2:5][CH2:6]1.[O:39]1[CH2:40][CH2:41][CH2:42][CH2:43]1>>[N:1]1([CH2:7][CH:9]=[CH:10][c:11]2[cH:12][cH:13][c:14](-[c:17]3[cH:18][cH:19][c:20]([O:23][CH2:24][CH2:25][CH2:26][N:27]4[CH2:28][CH2:29][CH2:30][CH2:31][CH2:32]4)[cH:21][cH:22]3)[cH:15][cH:16]2)[CH2:2][CH2:3][CH2:4][CH2:5][CH2:6]1. The reactants are c1ccc2c(c1)CCNC2, CN(C)C=O, O=[N+]([O-])c1ccc(Cl)nc1Cl, [Na+], [Na+], O=C([O-])[O-], O. Product: O=[N+]([O-])c1ccc(Cl)nc1N1CCc2ccccc2C1. RXN SMILES: [CH2:23]1[NH:24][CH2:25][CH2:26][c:27]2[cH:28][cH:29][cH:30][cH:31][c:32]21.[CH3:18][N:19]([CH3:20])[CH:21]=[O:22].[Cl:1][c:2]1[n:3][c:4]([Cl:11])[cH:5][cH:6][c:7]1[N+:8](=[O:9])[O-:10].[Na+:12].[Na+:13].[O-:14][C:15](=[O:16])[O-:17].[OH2:33]>>[c:2]1([N:24]2[CH2:23][c:32]3[c:27]([cH:28][cH:29][cH:30][cH:31]3)[CH2:26][CH2:25]2)[n:3][c:4]([Cl:11])[cH:5][cH:6][c:7]1[N+:8](=[O:9])[O-:10]. The reactants are Cl (hydrochloric acid), N1=C(C=CC=C1)C(=O)OCC (ethyl picolinate), FC1=CC=C(C=C1)CC#N (4-fluorophenylacetonitrile), [O-]CC.[Na+] (sodium ethoxide). The solvent is C(C)O (ethanol), O (water). Product: N1=C(C=CC=C1)C(=C(C1=CC=C(C=C1)F)C#N)O (1-(2-pyridinyl)-2-cyano-2-(4-fluorophenyl)-ethen-1-ol). As a reaction SMILES: [O-]CC.[Na+].[N:5]1[CH:10]=[CH:9][CH:8]=[CH:7][C:6]=1[C:11]([O:13]CC)=O.[F:16][C:17]1[CH:22]=[CH:21][C:20]([CH2:23][C:24]#[N:25])=[CH:19][CH:18]=1.Cl>C(O)C.O>[N:5]1[CH:10]=[CH:9][CH:8]=[CH:7][C:6]=1[C:11]([OH:13])=[C:23]([C:24]#[N:25])[C:20]1[CH:21]=[CH:22][C:17]([F:16])=[CH:18][CH:19]=1 |f:0.1|. Procedure details: To a solution of 40.8 g (0.60 mol) of sodium ethoxide in 200 ml absolute ethanol was added a mixture of 60.5 g (0.40 mol) of ethyl picolinate and 54.1 g (0.40 mol) of 4-fluorophenylacetonitrile. The solution was refluxed 10 minutes, then cooled to ambient temperature. The solids were dissolved by the addition of 330 ml of water. Then, 50 ml 12N hydrochloric acid was added dropwise. The solid was collected by filtration, washed with water, and dried overnight (30° C. in vacuo) to give 1-(2-pyridi... Starting materials: BrC1=CC2=C(C=3N=C(SC3CCO2)C(=O)O)C=C1 (8-bromo-4,5-dihydro-6-oxa-3-thia-1-aza-benzo[e]azulene-2-carboxylic acid), [N+](#[C-])N=P(C1=CC=CC=C1)(C1=CC=CC=C1)C1=CC=CC=C1 ((isocyanoimino)triphenylphosphorane), resultant mixture. The solvent is C1CCOC1 (THF). Product: BrC1=CC2=C(C=3N=C(SC3CCO2)C=2OC=NN2)C=C1 (8-Bromo-2-[1,3,4]oxadiazol-2-yl-4,5-dihydro-6-oxa-3-thia-1-aza-benzo[e]azulene). RXN SMILES: [Br:1][C:2]1[CH:18]=[CH:17][C:5]2[C:6]3[N:7]=[C:8]([C:14](O)=[O:15])[S:9][C:10]=3[CH2:11][CH2:12][O:13][C:4]=2[CH:3]=1.[N+:19]([N:21]=P(C1C=CC=CC=1)(C1C=CC=CC=1)C1C=CC=CC=1)#[C-:20]>C1COCC1>[Br:1][C:2]1[CH:18]=[CH:17][C:5]2[C:6]3[N:7]=[C:8]([C:14]4[O:15][CH:20]=[N:19][N:21]=4)[S:9][C:10]=3[CH2:11][CH2:12][O:13][C:4]=2[CH:3]=1. Reported procedure: To a solution of 8-bromo-4,5-dihydro-6-oxa-3-thia-1-aza-benzo[e]azulene-2-carboxylic acid (22.2 g, 68.1 mmol) in THF (360 mL) was added (isocyanoimino)triphenylphosphorane (20.6 g, 68.1 mmol) portionwise over 1 hour. The resultant mixture was stirred at RT for 18 hours before being concentrated in vacuo and triturated with 1:1 DCM/cyclohexane (200 mL). The title compound was collected by filtration as a yellow solid (14.5 g, 61%). LCMS: RT=4.03 min, M+H+=350/352. Reactants: crude product, Cl.COC([C@@](N)(CC)C)=O ((S)-isovaline methyl ester hydrochloride). The solvent is CO (methanol). The product is Cl.COC([C@](N)(CC)C)=O ((R)-isovaline methyl ester hydrochloride). RXN SMILES: [ClH:1].[CH3:2][O:3][C:4](=[O:10])[C@:5]([CH3:9])([CH2:7][CH3:8])[NH2:6]>CO>[ClH:1].[CH3:2][O:3][C:4](=[O:10])[C@@:5]([CH3:9])([CH2:7][CH3:8])[NH2:6] |f:0.1,3.4|. Procedure: In a 2-liter round-bottomed flask equipped with a condenser and a magnetic stirrer were placed 70 g of the (R)-N-chloroacetylisovaline obtained from the enzymatic resolution of racemic N-chloroacetylisovaline, 696 ml of water, and 696 ml of concentrated hydrochloric acid. The resulting mixture was heated at reflux for 2.25 hours. The mixture was then cooled to room temperature and the solvent was removed using rotary evaporation yielding a solid residue. the residue was washed with dry acetone a...